Task: describe an organic reaction: reactants, conditions, products, and yield. Dataset: the Open Reaction Database (ORD), a public repository of structured organic reaction records Starting materials: OBO, [Br-], CC(C)(C)OC(=O)N1CCCC1C(=O)Nc1ccc(Br)cc1, O=C([O-])[O-], CSc1ccccc1, CCCC[N+](CCCC)(CCCC)CCCC, Cc1ccccc1, [Na+], [Na+]. The product is CSc1ccccc1-c1ccc(NC(=O)C2CCCN2C(=O)OC(C)(C)C)cc1. RXN SMILES: [BH:23]([OH:24])[OH:25].[Br-:40].[C:1]([CH3:2])([CH3:3])([CH3:4])[O:5][C:6](=[O:7])[N:8]1[CH:9]([C:13]([NH:14][c:15]2[cH:16][cH:17][c:18]([Br:21])[cH:19][cH:20]2)=[O:22])[CH2:10][CH2:11][CH2:12]1.[C:34](=[O:35])([O-:36])[O-:37].[CH3:26][S:27][c:28]1[cH:29][cH:30][cH:31][cH:32][cH:33]1.[CH3:41][CH2:42][CH2:43][CH2:44][N+:45]([CH2:46][CH2:47][CH2:48][CH3:49])([CH2:50][CH2:51][CH2:52][CH3:53])[CH2:54][CH2:55][CH2:56][CH3:57].[CH3:58][c:59]1[cH:60][cH:61][cH:62][cH:63][cH:64]1.[Na+:38].[Na+:39]>>[C:1]([CH3:2])([CH3:3])([CH3:4])[O:5][C:6](=[O:7])[N:8]1[CH:9]([C:13]([NH:14][c:15]2[cH:16][cH:17][c:18](-[c:29]3[c:28]([S:27][CH3:26])[cH:33][cH:32][cH:31][cH:30]3)[cH:19][cH:20]2)=[O:22])[CH2:10][CH2:11][CH2:12]1. Reactants: C(C)(=O)OCC.CCCCCC (ethyl acetate hexane), FC=1C=C(C=CC1SC)CC(=O)O (2-(3-Fluoro-4-(methylthio)phenyl)acetic acid), CI (Methyl iodide), C[Si](C)(C)[N-][Si](C)(C)C.[Li+] (Lithium bis(trimethylsilyl)amide). Solvent: C1CCOC1 (THF). Conditions: temperature -78 celsius, time 1 hour. The product is FC=1C=C(C=CC1SC)C(C(=O)O)C (2-(3-fluoro-4-(methylthio)phenyl)propanoic acid). Isolated yield 31.0%. Reaction SMILES: [F:1][C:2]1[CH:3]=[C:4]([CH2:10][C:11]([OH:13])=[O:12])[CH:5]=[CH:6][C:7]=1[S:8][CH3:9].[CH3:14][Si]([N-][Si](C)(C)C)(C)C.[Li+].CI.C(OCC)(=O)C.CCCCCC>C1COCC1>[F:1][C:2]1[CH:3]=[C:4]([CH:10]([CH3:14])[C:11]([OH:13])=[O:12])[CH:5]=[CH:6][C:7]=1[S:8][CH3:9] |f:1.2,4.5|. Procedure: 2-(3-Fluoro-4-(methylthio)phenyl)acetic acid (3 g, 0.01 mol) was dissolved in dry THF (60 mL) and the mixture was cooled to −78° C. Lithium bis(trimethylsilyl)amide (45 mL, 3 eq) was added at −78° C. and the mixture was stirred for 1 h at the same temperature. Methyl iodide (0.93 mL, 1 eq) was added at −78° C., the mixture was allowed to come to room temperature and stirred for 3 h at the same temperature. Progress of the reaction was monitored by TLC (50% ethyl acetate/hexane, Rf˜0.5). Although... The reactants are O1CCOC12CCN(CC2)C2=CC=C(C=C2)N2C(=NC(=C(C2=O)CC2=CC=C(C=C2)C2=C(C=CC=C2)C2=NOC(N2)=O)CCC)CC (3-[4-(1,4-dioxa-8-azaspiro[4.5]dec-8-yl)phenyl]-2-ethyl-5-{[2′-(5-oxo-4,5-dihydro-1,2,4-oxadiazol-3-yl)biphenyl-4-yl]methyl}-6-propylpyrimidin-4(3H)-one). Solvent: O1CCCC1 (tetrahydrofuran), C(C)(=O)OCC (ethyl acetate). Yields the product C(C)C1=NC(=C(C(N1C1=CC=C(C=C1)N1CCC(CC1)=O)=O)CC1=CC=C(C=C1)C1=C(C=CC=C1)C1=NOC(N1)=O)CCC (2-ethyl-5-{[2′-(5-oxo-4,5-dihydro-1,2,4-oxadiazol-3-yl)biphenyl-4-yl]methyl}-3-[4-(4-oxopiperidin-1-yl)phenyl]-6-propylpyrimidin-4(3H)-one). Isolated yield 107.5%. Reaction SMILES: O1[C:5]2([CH2:10][CH2:9][N:8]([C:11]3[CH:16]=[CH:15][C:14]([N:17]4[C:22](=[O:23])[C:21]([CH2:24][C:25]5[CH:30]=[CH:29][C:28]([C:31]6[CH:36]=[CH:35][CH:34]=[CH:33][C:32]=6[C:37]6[NH:41][C:40](=[O:42])[O:39][N:38]=6)=[CH:27][CH:26]=5)=[C:20]([CH2:43][CH2:44][CH3:45])[N:19]=[C:18]4[CH2:46][CH3:47])=[CH:13][CH:12]=3)[CH2:7][CH2:6]2)[O:4]CC1>O1CCCC1.C(OCC)(=O)C>[CH2:46]([C:18]1[N:17]([C:14]2[CH:13]=[CH:12][C:11]([N:8]3[CH2:9][CH2:10][C:5](=[O:4])[CH2:6][CH2:7]3)=[CH:16][CH:15]=2)[C:22](=[O:23])[C:21]([CH2:24][C:25]2[CH:30]=[CH:29][C:28]([C:31]3[CH:36]=[CH:35][CH:34]=[CH:33][C:32]=3[C:37]3[NH:41][C:40](=[O:42])[O:39][N:38]=3)=[CH:27][CH:26]=2)=[C:20]([CH2:43][CH2:44][CH3:45])[N:19]=1)[CH3:47]. Procedure: A solution of 3-[4-(1,4-dioxa-8-azaspiro[4.5]dec-8-yl)phenyl]-2-ethyl-5-{[2′-(5-oxo-4,5-dihydro-1,2,4-oxadiazol-3-yl)biphenyl-4-yl]methyl}-6-propylpyrimidin-4(3H)-one (0.45 g) in tetrahydrofuran (10 mL)-1 M hydrochloric acid (10 mL) was stirred at 60° C. for 2 days. The reaction mixture was diluted with ethyl acetate, washed with saturated aqueous sodium hydrogen carbonate solution and saturated brine, and dried over anhydrous sodium sulfate. The solvent was evaporated under reduced pressure. Th... The reactants are [Li+].C[Si](C)(C)[N-][Si](C)(C)C (LiHMDS), [Br-].C(CCCCC)[P+](C1=CC=CC=C1)(C1=CC=CC=C1)C1=CC=CC=C1 (hexyl-triphenyl-phosphonium bromide), ClC=1C=C2C=C(NC2=CC1)C=O (5-chloro-1H-indole-2-carbaldehyde). Run in C1CCOC1 (THF), C1CCOC1 (THF). Conditions: time 30 minute. The product is ClC=1C=C2C=C(NC2=CC1)C=CCCCCC (5-Chloro-2-hept-1-enyl-1H-indole). As a reaction SMILES: [Br-].[CH2:2]([P+](C1C=CC=CC=1)(C1C=CC=CC=1)C1C=CC=CC=1)[CH2:3][CH2:4][CH2:5][CH2:6][CH3:7].[Li+].C[Si]([N-][Si](C)(C)C)(C)C.[Cl:37][C:38]1[CH:39]=[C:40]2[C:44](=[CH:45][CH:46]=1)[NH:43][C:42]([CH:47]=O)=[CH:41]2>C1COCC1>[Cl:37][C:38]1[CH:39]=[C:40]2[C:44](=[CH:45][CH:46]=1)[NH:43][C:42]([CH:47]=[CH:2][CH2:3][CH2:4][CH2:5][CH2:6][CH3:7])=[CH:41]2 |f:0.1,2.3|. Procedure: To the cold suspension of hexyl-triphenyl-phosphonium bromide in THF was added LiHMDS in THF and the mixture was stirred for 30 minutes and then the solution of 5-chloro-1H-indole-2-carbaldehyde was added to the reaction mixture and stirred for 3 hours. The reaction was quenched with saturated ammonium chloride solution and extracted with ethyl acetate. The product, 5-chloro-2-hept-1-enyl-1H-indole was purified by column chromatography. Starting materials: F[B-](F)(F)F, C1CCOC1, CCN(C(C)C)C(C)C, O=C(O)c1ccccc1OC(F)(F)F, CCCCCN1C(=O)C(C)(C)c2cc3[nH]c(N)nc3cc21, CN(C)C(On1nnc2ccccc21)=[N+](C)C. Product: CCCCCN1C(=O)C(C)(C)c2cc3[nH]c(NC(=O)c4ccccc4OC(F)(F)F)nc3cc21. Reaction SMILES: [B-:22]([F:23])([F:24])([F:25])[F:26].[CH2:67]1[O:68][CH2:69][CH2:70][CH2:71]1.[CH:44]([N:45]([CH2:46][CH3:47])[CH:48]([CH3:49])[CH3:50])([CH3:51])[CH3:52].[F:53][C:54]([O:55][c:56]1[c:57]([C:58](=[O:59])[OH:60])[cH:61][cH:62][cH:63][cH:64]1)([F:65])[F:66].[NH2:1][c:2]1[n:3][c:4]2[c:5]([cH:6][c:7]3[c:11]([cH:12]2)[N:10]([CH2:13][CH2:14][CH2:15][CH2:16][CH3:17])[C:9](=[O:18])[C:8]3([CH3:19])[CH3:20])[nH:21]1.[n:27]1([O:28][C:29]([N:30]([CH3:31])[CH3:32])=[N+:33]([CH3:34])[CH3:35])[c:36]2[cH:37][cH:38][cH:39][cH:40][c:41]2[n:42][n:43]1>>[NH:1]([c:2]1[n:3][c:4]2[c:5]([cH:6][c:7]3[c:11]([cH:12]2)[N:10]([CH2:13][CH2:14][CH2:15][CH2:16][CH3:17])[C:9](=[O:18])[C:8]3([CH3:19])[CH3:20])[nH:21]1)[C:58]([c:57]1[c:56]([O:55][C:54]([F:53])([F:65])[F:66])[cH:64][cH:63][cH:62][cH:61]1)=[O:59]. The reactants are COC(C(=CC(N(OC)CC1=CC(=C(C=C1)F)Br)=O)O)=O (3-[(3-Bromo-4-fluorobenzyl)-methoxy-carbamoyl]-2-hydroxy-acrylic acid methyl ester), C=O (paraformaldehyde), CN (methylamine), ClC=1C=C(CN(C(=O)C=2CN(C(C2O)=O)C)C)C=CC1Cl (4-Hydroxy-1-methyl-5-oxo-2,5-dihydro-1H-pyrrole-3-carboxylic acid (3,4-dichloro-benzyl)-methyl amide). Yields the product BrC=1C=C(CN(C(=O)C=2CN(C(C2O)=O)C)OC)C=CC1F (4-Hydroxy-1-methyl-5-oxo-2,5-dihydro-1H-pyrrole-3-carboxylic acid (3-bromo-4-fluoro-benzyl)-methoxy-amide). The yield is 35.0%. Reaction SMILES: CO[C:3](=[O:21])[C:4]([OH:20])=[CH:5][C:6](=[O:19])[N:7]([CH2:10][C:11]1[CH:16]=[CH:15][C:14]([F:17])=[C:13]([Br:18])[CH:12]=1)[O:8][CH3:9].C=O.CN.ClC1C=C(C=CC=1Cl)[CH2:30][N:31](C)[C:32](C1CN(C)C(=O)C=1O)=O>>[Br:18][C:13]1[CH:12]=[C:11]([CH:16]=[CH:15][C:14]=1[F:17])[CH2:10][N:7]([O:8][CH3:9])[C:6]([C:5]1[CH2:30][N:31]([CH3:32])[C:3](=[O:21])[C:4]=1[OH:20])=[O:19]. Procedure details: 3-[(3-Bromo-4-fluorobenzyl)-methoxy-carbamoyl]-2-hydroxy-acrylic acid methyl ester (Compound 57-D) was treated with paraformaldehyde and methylamine as described in the preparation of Compound 12 to give the title compound as a white solid (35% yield); mp 154–157° C. dec. 1HNMR 400 MHz (CDCl3) δ (ppm): 3.11 (3H, s, NCH3), 3.75 (3H, s, OCH3), 4.15 (2H, s, NCH2), 4.81 (2H, s, NCH2), 7.1 (1H, m, aromatic), 7.27 (1H, m, aromatic), 7.54 (1H, m, aromatic). Anal. calcd for C14H14BrFN2O4: C, 45.06; H, 3...